describe an organic reaction: reactants, conditions, products, and yield From a dataset of the Open Reaction Database (ORD), a public repository of structured organic reaction records. The reactants are O[C@@H]1CC2=C[C@@H]([C@H]3[C@@H]4CC[C@@H]([C@@]4(C)CC[C@@H]3[C@]2(CC1)C)O)O (3β,7β,17β-trihydroxyandrost-5-ene). Reagents/catalysts: [Pd] (palladium on charcoal). Yields the product O[C@@H]1C[C@@H]2C[C@@H]([C@H]3[C@@H]4CC[C@@H]([C@@]4(C)CC[C@@H]3[C@]2(CC1)C)O)O (3β,7β,17β-trihydroxy-5α-androstane). Reaction SMILES: [OH:1][C@H:2]1[CH2:19][CH2:18][C@@:17]2([CH3:20])[C:4](=[CH:5][C@H:6]([OH:22])[C@@H:7]3[C@@H:16]2[CH2:15][CH2:14][C@@:12]2([CH3:13])[C@H:8]3[CH2:9][CH2:10][C@@H:11]2[OH:21])[CH2:3]1>[Pd]>[OH:1][C@H:2]1[CH2:19][CH2:18][C@@:17]2([CH3:20])[C@@H:4]([CH2:5][C@H:6]([OH:22])[C@@H:7]3[C@@H:16]2[CH2:15][CH2:14][C@@:12]2([CH3:13])[C@H:8]3[CH2:9][CH2:10][C@@H:11]2[OH:21])[CH2:3]1. Procedure details: AET (I) is reduced by hydrogenation over a palladium on charcoal catalyst to yield 3β,7β,17β-trihydroxy-5α-androstane (CIX) Solvent: O1CCOCC1.O (1,4-dioxane H2O). Conditions: temperature 100 celsius, time 8 hour. Reagents/catalysts: C=1C=CC(=CC1)[P](C=2C=CC=CC2)(C=3C=CC=CC3)[Pd]([P](C=4C=CC=CC4)(C=5C=CC=CC5)C=6C=CC=CC6)([P](C=7C=CC=CC7)(C=8C=CC=CC8)C=9C=CC=CC9)[P](C=1C=CC=CC1)(C=1C=CC=CC1)C=1C=CC=CC1 (Pd(PPh3)4). Starting materials: ClC1=NC2=CC=C(C=C2N=C1N(C)C(C)C)C(=O)OC (methyl 2-chloro-3-(isopropyl(methyl)amino)quinoxaline-6-carboxylate), N1C=CC2=CC(=CC=C12)B(O)O (1H-indol-5-ylboronic acid), [O-]P(=O)([O-])[O-].[K+].[K+].[K+] (K3PO4). Reaction SMILES: Cl[C:2]1[C:11]([N:12]([CH:14]([CH3:16])[CH3:15])[CH3:13])=[N:10][C:9]2[C:4](=[CH:5][CH:6]=[C:7]([C:17]([O:19]C)=[O:18])[CH:8]=2)[N:3]=1.[NH:21]1[C:29]2[C:24](=[CH:25][C:26](B(O)O)=[CH:27][CH:28]=2)[CH:23]=[CH:22]1.[O-]P([O-])([O-])=O.[K+].[K+].[K+]>C1C=CC([P]([Pd]([P](C2C=CC=CC=2)(C2C=CC=CC=2)C2C=CC=CC=2)([P](C2C=CC=CC=2)(C2C=CC=CC=2)C2C=CC=CC=2)[P](C2C=CC=CC=2)(C2C=CC=CC=2)C2C=CC=CC=2)(C2C=CC=CC=2)C2C=CC=CC=2)=CC=1.O1CCOCC1.O>[NH:21]1[C:29]2[C:24](=[CH:25][C:26]([C:2]3[C:11]([N:12]([CH:14]([CH3:16])[CH3:15])[CH3:13])=[N:10][C:9]4[C:4](=[CH:5][CH:6]=[C:7]([C:17]([OH:19])=[O:18])[CH:8]=4)[N:3]=3)=[CH:27][CH:28]=2)[CH:23]=[CH:22]1 |f:2.3.4.5,7.8,^1:44,46,65,84|. The product is N1C=CC2=CC(=CC=C12)C1=NC2=CC=C(C=C2N=C1N(C)C(C)C)C(=O)O (2-(1H-Indol-5-yl)-3-(isopropyl(methyl)amino)quinoxaline-6-carboxylic acid). Procedure details: Into a 10-mL sealed tube, was placed methyl 2-chloro-3-(isopropyl(methyl)amino)quinoxaline-6-carboxylate (60 mg, 0.20 mmol, 1.00 equiv), 1H-indol-5-ylboronic acid (100 mg, 0.62 mmol, 3.05 equiv), Pd(PPh3)4 (23.6 mg, 0.02 mmol, 0.10 equiv), K3PO4 (174 mg, 0.82 mmol, 4.01 equiv), 1,4-dioxane/H2O (4/1 mL). The resulting solution was stirred for overnight at 100° C. in an oil bath. The resulting mixture was concentrated under vacuum. The residue was applied onto a silica gel column with dichlorometh... Reactants: O=C1C(CC2=CC(=C(C(=C12)Cl)Cl)OCC(=O)O)CC ((1-oxo-2-ethyl-6,7-dichloro-5-indanyloxy)acetic acid), ice water, ClCl (chlorine). Reagents/catalysts: Cl (hydrochloric acid). Run in C(C)(=O)O (acetic acid), C(C)(=O)O (acetic acid). Yields the product O=C1C(CC2=CC(=C(C(=C12)Cl)Cl)OCC(=O)O)(Cl)CC ((1-oxo-2-ethyl-2,6,7-trichloro-5-indanyloxy)acetic acid). Yield: 98.0%. RXN SMILES: [O:1]=[C:2]1[C:10]2[C:5](=[CH:6][C:7]([O:13][CH2:14][C:15]([OH:17])=[O:16])=[C:8]([Cl:12])[C:9]=2[Cl:11])[CH2:4][CH:3]1[CH2:18][CH3:19].[Cl:20]Cl>C(O)(=O)C.Cl>[O:1]=[C:2]1[C:10]2[C:5](=[CH:6][C:7]([O:13][CH2:14][C:15]([OH:17])=[O:16])=[C:8]([Cl:12])[C:9]=2[Cl:11])[CH2:4][C:3]1([CH2:18][CH3:19])[Cl:20]. Procedure details: To a suspension of (1-oxo-2-ethyl-6,7-dichloro-5-indanyloxy)acetic acid (6.06 g., 0.02 mole) in glacial acetic acid (100 ml.) and concentrated hydrochloric acid (2 drops) is added, with stirring, a solution of glacial acetic acid (50 ml.) and chlorine (1.56 g., 0.22 mole) over a period of 10 minutes. During the addition the reaction vessel is heated on a steam bath. After the addition is complete, the mixture is stirred without heating for 30 minutes and then poured into ice water (600 ml.). The... Reactants: O=C(n1ccnc1)n1ccnc1, CCCNCCC, O=C(O)Cn1c(-c2ccc(Cl)cc2)nc2cccnc21, C1CCOC1. Yields the product CCCN(CCC)C(=O)Cn1c(-c2ccc(Cl)cc2)nc2cccnc21. As a reaction SMILES: [C:21]([n:22]1[cH:23][cH:24][n:25][cH:26]1)([n:27]1[cH:28][cH:29][n:30][cH:31]1)=[O:32].[CH2:33]([CH2:34][CH3:35])[NH:36][CH2:37][CH2:38][CH3:39].[Cl:1][c:2]1[cH:3][cH:4][c:5](-[c:8]2[n:9][c:10]3[c:11]([n:12][cH:13][cH:14][cH:15]3)[n:16]2[CH2:17][C:18](=[O:19])[OH:20])[cH:6][cH:7]1.[O:40]1[CH2:41][CH2:42][CH2:43][CH2:44]1>>[Cl:1][c:2]1[cH:3][cH:4][c:5](-[c:8]2[n:9][c:10]3[c:11]([n:12][cH:13][cH:14][cH:15]3)[n:16]2[CH2:17][C:18](=[O:20])[N:36]([CH2:33][CH2:34][CH3:35])[CH2:37][CH2:38][CH3:39])[cH:6][cH:7]1. Run in C(C)O (ethanol). The product is NC=1C=CC(=NC1)CCC (5-Amino-2-n-propylpyridine). The reactants are [H][H] (hydrogen), [H][H] (hydrogen), [N+](=O)([O-])C=1C=CC(=NC1)CCC (5-nitro-2-n-propylpyridine). Procedure: A suspension of 5-nitro-2-n-propylpyridine (8.31 g, 50 mmol) and 400 mg 5% palladium on charcoal in 200 ml of ethanol was stirred in a hydrogen atmosphere until no more hydrogen was absorbed. The reaction mixture was filtered twice and the solvent was evaporated. The resulting oil was purified by kugelrohr destillation at 150° C. and high vacuum pressure. This gave 6.72 g (98%) of 5-amino-2-n-propylpyridine as a colourless oil. MS(GC): m/z 136 (M+). 1H-NMR (CDCl3, 200 MHz) δ: 0.83 (t, 3H); 1.60 ... Reagents/catalysts: [Pd] (palladium on charcoal). RXN SMILES: [N+:1]([C:4]1[CH:5]=[CH:6][C:7]([CH2:10][CH2:11][CH3:12])=[N:8][CH:9]=1)([O-])=O.[H][H]>[Pd].C(O)C>[NH2:1][C:4]1[CH:5]=[CH:6][C:7]([CH2:10][CH2:11][CH3:12])=[N:8][CH:9]=1.